This data is from the Open Reaction Database (ORD), a public repository of structured organic reaction records. The task is: describe an organic reaction: reactants, conditions, products, and yield Starting materials: O=C([O-])O, S=C(Cl)Cl, ClCCl, Cl, COC(=O)c1cscc1N, [Na+], O. Yields the product COC(=O)c1cscc1N=C=S. As a reaction SMILES: [C:16](=[O:17])([OH:18])[O-:19].[Cl:12][C:13]([Cl:14])=[S:15].[Cl:22][CH2:23][Cl:24].[ClH:1].[NH2:2][c:3]1[c:4]([C:8](=[O:9])[O:10][CH3:11])[cH:5][s:6][cH:7]1.[Na+:20].[OH2:21]>>[N:2]([c:3]1[c:4]([C:8](=[O:9])[O:10][CH3:11])[cH:5][s:6][cH:7]1)=[C:13]=[S:15]. The reactants are C(CCC)OC1=CC=C(C(=O)NNC(C2=CC=C(C=C2)N2CC(CC2)N(C)C)=O)C=C1 (N′-(4-butoxybenzoyl)-4-(3-dimethylaminopyrrolidin-1-yl)benzo-hydrazide), COC=1C=CC(=CC1)P2(=S)SP(=S)(S2)C=3C=CC(=CC3)OC (Lawesson's reagent). The solvent is C1(=CC=CC=C1)C (toluene). The product is C(CCC)OC1=CC=C(C=C1)C1=NN=C(S1)C1=CC=C(C=C1)N1CC(CC1)N(C)C ((1-{4-[5-(4-Butoxyphenyl)-[1,3,4]thiadiazol-2-yl]phenyl}pyrrolidin-3-yl)dimethyl-amine). Reaction SMILES: [CH2:1]([O:5][C:6]1[CH:31]=[CH:30][C:9]([C:10]([NH:12][NH:13][C:14](=O)[C:15]2[CH:20]=[CH:19][C:18]([N:21]3[CH2:25][CH2:24][CH:23]([N:26]([CH3:28])[CH3:27])[CH2:22]3)=[CH:17][CH:16]=2)=O)=[CH:8][CH:7]=1)[CH2:2][CH2:3][CH3:4].COC1C=CC(P2(SP(C3C=CC(OC)=CC=3)(=S)S2)=[S:41])=CC=1>C1(C)C=CC=CC=1>[CH2:1]([O:5][C:6]1[CH:31]=[CH:30][C:9]([C:10]2[S:41][C:14]([C:15]3[CH:20]=[CH:19][C:18]([N:21]4[CH2:25][CH2:24][CH:23]([N:26]([CH3:28])[CH3:27])[CH2:22]4)=[CH:17][CH:16]=3)=[N:13][N:12]=2)=[CH:8][CH:7]=1)[CH2:2][CH2:3][CH3:4]. Procedure details: A mixture of N′-(4-butoxybenzoyl)-4-(3-dimethylaminopyrrolidin-1-yl)benzo-hydrazide (100 mg), Lawesson's reagent (191 mg) and toluene (5 ml) was boiled under reflux for 4 hours. Volatiles were removed, and the residue was purified by preparative HPLC. The product with the molecular weight of 422.60 (C24H30N4OS) was obtained in this way; MS (ESI): 423 (M+H+).